Dataset: the Open Reaction Database (ORD), a public repository of structured organic reaction records. Task: describe an organic reaction: reactants, conditions, products, and yield Starting materials: CC(C)(C)OC(=O)N1CCC(c2ccc(OCCCOS(C)(=O)=O)cc2)C(OCc2ccc3cccnc3c2)C1, OCC(F)(F)F, [H-], [Na+], C1CCOC1. Yields the product CC(C)(C)OC(=O)N1CCC(c2ccc(OCCCOCC(F)(F)F)cc2)C(OCc2ccc3cccnc3c2)C1. Reaction SMILES: [C:1]([CH3:2])([CH3:3])([CH3:4])[O:5][C:6](=[O:7])[N:8]1[CH2:9][CH:10]([O:29][CH2:30][c:31]2[cH:32][cH:33][c:34]3[cH:35][cH:36][cH:37][n:38][c:39]3[cH:40]2)[CH:11]([c:14]2[cH:15][cH:16][c:17]([O:20][CH2:21][CH2:22][CH2:23][O:24][S:25]([CH3:26])(=[O:27])=[O:28])[cH:18][cH:19]2)[CH2:12][CH2:13]1.[F:41][C:42]([CH2:43][OH:44])([F:45])[F:46].[H-:47].[Na+:48].[O:49]1[CH2:50][CH2:51][CH2:52][CH2:53]1>>[C:1]([CH3:2])([CH3:3])([CH3:4])[O:5][C:6](=[O:7])[N:8]1[CH2:9][CH:10]([O:29][CH2:30][c:31]2[cH:32][cH:33][c:34]3[cH:35][cH:36][cH:37][n:38][c:39]3[cH:40]2)[CH:11]([c:14]2[cH:15][cH:16][c:17]([O:20][CH2:21][CH2:22][CH2:23][O:24][CH2:43][C:42]([F:41])([F:45])[F:46])[cH:18][cH:19]2)[CH2:12][CH2:13]1. The reactants are ClC1=CC=CC2=C1C(N(CC=1N2C=NC1C(=O)OCC)C)=O (ethyl 7-chloro-5,6-dihydro-5-methyl-6-oxo-4H-imidazo[1,5-a][1,4]benzodiazepine-3-carboxylate), [C-]#N.[K+] (potassium cyanide), OCC1CC1 (hydroxymethyl-cyclopropane). Product: ClC1=CC=CC2=C1C(N(CC=1N2C=NC1C(=O)OCC1CC1)C)=O (cyclopropylmethyl 7-chloro-5,6-dihydro-5-methyl-6-oxo-4H-imidazo[1,5-a][1,4]benzodiazepine-3-carboxylate). As a reaction SMILES: [Cl:1][C:2]1[C:7]2[C:8](=[O:22])[N:9]([CH3:21])[CH2:10][C:11]3[N:12]([CH:13]=[N:14][C:15]=3[C:16]([O:18][CH2:19][CH3:20])=[O:17])[C:6]=2[CH:5]=[CH:4][CH:3]=1.[C-]#N.[K+].O[CH2:27][CH:28]1CC1>>[Cl:1][C:2]1[C:7]2[C:8](=[O:22])[N:9]([CH3:21])[CH2:10][C:11]3[N:12]([CH:13]=[N:14][C:15]=3[C:16]([O:18][CH2:19][CH:20]3[CH2:28][CH2:27]3)=[O:17])[C:6]=2[CH:5]=[CH:4][CH:3]=1 |f:1.2|. Procedure details: A mixture of 5.0 g (15.6 mmol) of ethyl 7-chloro-5,6-dihydro-5-methyl-6-oxo-4H-imidazo[1,5-a][1,4]benzodiazepine-3-carboxylate, 20 ml of hydroxymethyl-cyclopropane and 0.5 g of powdered potassium cyanide is heated to 130° for 18 hours, about 1 ml of solvent being distilled off after 1.3 hours and after 6 hours. The mixture is subseqently evaporated in vacuo and the residue is partitioned between chloroform and water. The chloroform phase is washed three times with water, dried over magnesium sul... Starting materials: C1(=CC=C(C=C1)S(=O)(=O)Cl)C (p-toluenesulfonyl chloride), C(C)(C)C=1SC2=C(N1)CC(CC2)CO (2-isopropyl-5-hydroxymethyl-4,5,6,7-tetrahydrobenzo[d]thiazole). Product: C(C)(C)C=1SC2=C(N1)CC(CC2)COS(=O)(=O)C2=CC=C(C)C=C2 (2-Isopropyl-5-tosyloxymethyl-4,5,6,7-tetrahydrobenzo[d]thiazole). The yield is 71.0%. Reaction SMILES: [C:1]1([CH3:11])[CH:6]=[CH:5][C:4]([S:7](Cl)(=[O:9])=[O:8])=[CH:3][CH:2]=1.[CH:12]([C:15]1[S:16][C:17]2[CH2:23][CH2:22][CH:21]([CH2:24][OH:25])[CH2:20][C:18]=2[N:19]=1)([CH3:14])[CH3:13]>>[CH:12]([C:15]1[S:16][C:17]2[CH2:23][CH2:22][CH:21]([CH2:24][O:25][S:7]([C:4]3[CH:5]=[CH:6][C:1]([CH3:11])=[CH:2][CH:3]=3)(=[O:9])=[O:8])[CH2:20][C:18]=2[N:19]=1)([CH3:14])[CH3:13]. Procedure details: The compound is prepared by action of p-toluenesulfonyl chloride on the above derivative (IV), according to the procedure described in Example 1. M.p.=82°-83° C. Yield: 71% Starting materials: CN[C@@H](CC1=CNC=N1)C(=O)O (N-Methyl-L-histidine), C(C1=CC=CC=C1)O (benzyl alcohol), Cl (hydrochloric acid), benzyl ester, C(C)(C)(C)OC(=O)N[C@@H](CC1=CC=CC=C1)C(=O)O (t-butoxycarbonyl-L-phenylalanine). Product: N-[N-t-butoxycarbonyl)-3-phenyl L-alanyl, C(C1=CC=CC=C1)OC([C@@H](NC)CC1=CNC=N1)=O (N-methyl-L-histidine benzyl ester). RXN SMILES: [CH3:1][NH:2][C@H:3]([C:10]([OH:12])=[O:11])[CH2:4][C:5]1[N:9]=[CH:8][NH:7][CH:6]=1.[CH2:13](O)[C:14]1[CH:19]=[CH:18][CH:17]=[CH:16][CH:15]=1.Cl.C(OC(N[C@H](C(O)=O)CC1C=CC=CC=1)=O)(C)(C)C>>[CH2:13]([O:11][C:10](=[O:12])[C@H:3]([CH2:4][C:5]1[N:9]=[CH:8][NH:7][CH:6]=1)[NH:2][CH3:1])[C:14]1[CH:19]=[CH:18][CH:17]=[CH:16][CH:15]=1. Procedure details: N-Methyl-L-histidine was converted with benzyl alcohol in the presence of hydrochloric acid at room temperature into the corresponding benzyl ester and this was reacted according to the procedure described by D. H. Rich et al. in Proc. 9thAmerican Pept. Symp.. Toronto 1985. page 217, with t-butoxycarbonyl-L-phenylalanine in the usual manner. Thereafter, the N-[N-t-butoxycarbonyl)-3-phenyl L-alanyl]-N-methyl-L-histidine benzyl ester obtained was hydrogenated for one hour in the presence of 5% pal... Reactants: N([C@@H](CC1=CC=C(C=C1)OC(C)(C)C)C(=O)N[C@@H](CCC(N)=O)C(=O)O)C(=O)OC(C)(C)C1=CC(OC)=CC(OC)=C1.C1CCC(CC1)NC2CCCCC2 (Ddz-Tyr(But)-Gln-OH DCHA), C(CC(O)(C(=O)[O-])CC(=O)[O-])(=O)[O-] (citrate). Solvent: C(C)(=O)OCC (ethyl acetate). Product: N([C@@H](CC1=CC=C(C=C1)OC(C)(C)C)C(=O)N[C@@H](CCC(N)=O)C(=O)O)C(=O)OC(C)(C)C1=CC(OC)=CC(OC)=C1 (Ddz-Tyr(But)-Gln-OH). As a reaction SMILES: [NH:1]([C:27]([O:29][C:30]([C:33]1[CH:42]=[C:39]([O:40][CH3:41])[CH:38]=[C:35]([O:36][CH3:37])[CH:34]=1)([CH3:32])[CH3:31])=[O:28])[C@H:2]([C:15]([NH:17][C@H:18]([C:24]([OH:26])=[O:25])[CH2:19][CH2:20][C:21](=[O:23])[NH2:22])=[O:16])[CH2:3][C:4]1[CH:9]=[CH:8][C:7]([O:10][C:11]([CH3:14])([CH3:13])[CH3:12])=[CH:6][CH:5]=1.C1CCC(NC2CCCCC2)CC1.C([O-])(=O)CC(CC([O-])=O)(C([O-])=O)O>C(OCC)(=O)C>[NH:1]([C:27]([O:29][C:30]([C:33]1[CH:42]=[C:39]([O:40][CH3:41])[CH:38]=[C:35]([O:36][CH3:37])[CH:34]=1)([CH3:31])[CH3:32])=[O:28])[C@H:2]([C:15]([NH:17][C@H:18]([C:24]([OH:26])=[O:25])[CH2:19][CH2:20][C:21](=[O:23])[NH2:22])=[O:16])[CH2:3][C:4]1[CH:9]=[CH:8][C:7]([O:10][C:11]([CH3:14])([CH3:13])[CH3:12])=[CH:6][CH:5]=1 |f:0.1|. Procedure details: 2.9 g (3.77 mmols) of Ddz-Tyr(But)-Gln-OH-DCHA were partitioned between ethyl acetate and citrate buffer (pH 3). The ethyl acetate phase was washed neutral with water, dried over Na2SO4 and concentrated. An amorphous product was obtained. Starting materials: CCOC(=O)C=C(C)C=CCC(C)CCC=C(C)C, F, C1CCOC1. Product: CCOC(=O)C=C(C)C=CCC(C)CCCC(C)(C)F. Reaction SMILES: [CH3:1][C:2](=[CH:3][C:4](=[O:5])[O:6][CH2:7][CH3:8])[CH:9]=[CH:10][CH2:11][CH:12]([CH2:13][CH2:14][CH:15]=[C:16]([CH3:17])[CH3:18])[CH3:19].[FH:20].[O:21]1[CH2:22][CH2:23][CH2:24][CH2:25]1>>[CH3:1][C:2](=[CH:3][C:4](=[O:5])[O:6][CH2:7][CH3:8])[CH:9]=[CH:10][CH2:11][CH:12]([CH2:13][CH2:14][CH2:15][C:16]([CH3:17])([CH3:18])[F:20])[CH3:19]. Starting materials: CC1(C(C1C(C(C(F)(F)F)(Cl)Cl)O)C(=O)OCC)C (ethyl 2,2-dimethyl-3(1-hydroxy-2,2-dichloro-3,3,3-trifluoropropyl)cyclopropanecarboxylate), C(C)(=O)OC(C)=O (acetic anhydride). Solvent: N1=CC=CC=C1 (pyridine). Run at time 5 hour. The product is CC1(C(C1C(C(C(F)(F)F)(Cl)Cl)OC(C)=O)C(=O)OCC)C (ethyl 2,2-dimethyl-3-(1-acetoxy-2,2-dichloro-3,3,3trifluoropropyl)cyclopropanecarboxylate). Isolated yield 93.0%. As a reaction SMILES: [CH3:1][C:2]1([CH3:19])[CH:4]([CH:5]([OH:13])[C:6]([Cl:12])([Cl:11])[C:7]([F:10])([F:9])[F:8])[CH:3]1[C:14]([O:16][CH2:17][CH3:18])=[O:15].[C:20](OC(=O)C)(=[O:22])[CH3:21]>N1C=CC=CC=1>[CH3:1][C:2]1([CH3:19])[CH:4]([CH:5]([O:13][C:20](=[O:22])[CH3:21])[C:6]([Cl:11])([Cl:12])[C:7]([F:8])([F:9])[F:10])[CH:3]1[C:14]([O:16][CH2:17][CH3:18])=[O:15]. Procedure details: To 305 mg (0.944 mmol) of ethyl 2,2-dimethyl-3(1-hydroxy-2,2-dichloro-3,3,3-trifluoropropyl)cyclopropanecarboxylate obtained in Example 2, 1 ml of pyridine and 1 ml of acetic anhydride, were added, and the mixture was stirred at room temperature for 5 hours. The reaction mixture was concentrated under reduced pressure, and then purified by column chromatography (silica gel, dichloromethane/hexane=1/1) to obtain 322 mg of ethyl 2,2-dimethyl-3-(1-acetoxy-2,2-dichloro-3,3,3trifluoropropyl)cycloprop...